From a dataset of the Open Reaction Database (ORD), a public repository of structured organic reaction records. describe an organic reaction: reactants, conditions, products, and yield Reactants: C1(CC1)COC1=C(C=CC(=N1)C(=O)O)N1CC(C1)(F)F (6-cyclopropylmethoxy-5-(3,3-difluoro-azetidin-1-yl)-pyridine-2-carboxylic acid), Cl.O=S1(CNC(C1)C(=O)N)=O (1,1-dioxo-1,3-thiazolidine-4-carboxamide hydrochloride), F[B-](F)(F)F.BrC1=[N+](C=CC=C1)CC (2-bromo-1-ethylpyridinium tetrafluoroborate), CCN(C(C)C)C(C)C (DIEA). The solvent is C1CCOC1 (THF). Yields the product C1(CC1)COC1=C(C=CC(=N1)C(=O)N1CS(CC1C(=O)N)(=O)=O)N1CC(C1)(F)F ((−)-3-[6-(Cyclopropylmethoxy)-5-(3,3-difluoroazetidin-1-yl)pyridine-2-carbonyl]-1,1-dioxo-1,3-thiazolidine-4-carboxamide). Yield: 20.8%. As a reaction SMILES: [CH:1]1([CH2:4][O:5][C:6]2[N:11]=[C:10]([C:12]([OH:14])=O)[CH:9]=[CH:8][C:7]=2[N:15]2[CH2:18][C:17]([F:20])([F:19])[CH2:16]2)[CH2:3][CH2:2]1.Cl.[O:22]=[S:23]1(=[O:31])[CH2:27][CH:26]([C:28]([NH2:30])=[O:29])[NH:25][CH2:24]1.F[B-](F)(F)F.BrC1C=CC=C[N+]=1CC.CCN(C(C)C)C(C)C>C1COCC1>[CH:1]1([CH2:4][O:5][C:6]2[N:11]=[C:10]([C:12]([N:25]3[CH:26]([C:28]([NH2:30])=[O:29])[CH2:27][S:23](=[O:31])(=[O:22])[CH2:24]3)=[O:14])[CH:9]=[CH:8][C:7]=2[N:15]2[CH2:18][C:17]([F:20])([F:19])[CH2:16]2)[CH2:2][CH2:3]1 |f:1.2,3.4|. Procedure details: A solution of 6-cyclopropylmethoxy-5-(3,3-difluoro-azetidin-1-yl)-pyridine-2-carboxylic acid (Example 1 b, 200 mg, 704 μmol), 1,1-dioxo-1,3-thiazolidine-4-carboxamide hydrochloride (Example 127 d, 169 mg, 844 μmol), 2-bromo-1-ethylpyridinium tetrafluoroborate (212 mg, 774 μmol) and DIEA (273 mg, 361 μL, 2.11 mmol) in THF (20 mL) was stirred for 24 h at ambient temperature. The solvent was removed under reduced pressure, ice/sat. aqueous NaHCO3 (75 mL) and EtOAc (75 mL) were added and the layers ... Procedure details: To a cooled solution (−78° C., dry ice, acetone) containing 2-(4-fluorophenyl)-3-iodo-5-methoxybenzo[b]thiophene (1.0 g, 2.6 mmol,) and THF (26 mL) was added n-butyllithium (2.0 mL, 1.0 M THF) over 5 min. The solution was maintained at −78° C. for 1 h. Methylchloroformate (0.80 mL, 10.4 mmol) was then added quickly in a steady stream via syringe. The solution was removed from cooling and allowed to stand at ambient temperature for 15 h. The solution was concentrated and purified on silica gel (0... As a reaction SMILES: C(=O)=O.[F:4][C:5]1[CH:10]=[CH:9][C:8]([C:11]2[S:15][C:14]3[CH:16]=[CH:17][C:18]([O:20][CH3:21])=[CH:19][C:13]=3[C:12]=2I)=[CH:7][CH:6]=1.C([Li])CCC.[CH3:28][O:29][C:30](Cl)=[O:31]>C1COCC1.CC(C)=O>[F:4][C:5]1[CH:10]=[CH:9][C:8]([C:11]2[S:15][C:14]3[CH:16]=[CH:17][C:18]([O:20][CH3:21])=[CH:19][C:13]=3[C:12]=2[C:30]([O:29][CH3:28])=[O:31])=[CH:7][CH:6]=1. Reactants: C(=O)=O (dry ice), FC1=CC=C(C=C1)C1=C(C2=C(S1)C=CC(=C2)OC)I (2-(4-fluorophenyl)-3-iodo-5-methoxybenzo[b]thiophene), COC(=O)Cl (Methylchloroformate), C(CCC)[Li] (n-butyllithium). The product is FC1=CC=C(C=C1)C1=C(C2=C(S1)C=CC(=C2)OC)C(=O)OC (methyl 2-(4-fluorophenyl)-5-methoxybenzo[b]thiophene-3-carboxylate). The solvent is C1CCOC1 (THF), CC(=O)C (acetone). Conditions: temperature -78 celsius, time 15 hour.